This data is from the Open Reaction Database (ORD), a public repository of structured organic reaction records. The task is: describe an organic reaction: reactants, conditions, products, and yield Reactants: OC=1C=CC=C2C=CC=NC12 (8-hydroxyquinoline), FC=1C=CC(=NC1)COC=1C(N(C=CC1)C1N(CCC2=C(N(C=3C=CC=CC23)S(=O)(=O)C2=CC=C(C)C=C2)C1)C(=O)[O-])=O (4-((5-fluoropyridin-2-yl)methoxy-2-oxopyridin-1(2H)-yl)-6-tosyl-1,2,4,5-tetrahydroazepino[4,5-b]indole-3(6H)-carboxylate), FC=1C=CC(=NC1)COC1=CC(NC=C1)=O (4-((5-fluoropyridin-2-yl)methoxy)pyridin-2(1H)-one), C(=O)([O-])[O-].[Cs+].[Cs+] (Cs2CO3). The reagents and catalysts are [Cu](I)I (copper iodide). Run in CS(=O)C (DMSO). Reaction conditions: temperature 130 celsius, time 30 minute. The product is C(C)(C)(C)OC(=O)N1CCC=2N(C=3C=C(C=CC3C2CC1)N1C(C=C(C=C1)OCC1=NC=C(C=C1)F)=O)S(=O)(=O)C1=CC=C(C)C=C1 (tert-Butyl-8-(4-((5-fluoropyridin-2-yl)methoxy)-2-oxopyridin-1(2H)-yl)-6-tosyl-1,2,4,5-tetrahydroazepino[4,5-b]indole-3(6H)-carboxylate). The yield is 162.6%. As a reaction SMILES: FC1C=CC(COC2C(=O)N([CH:16]3[CH2:39][C:21]4[N:22]([S:29]([C:32]5[CH:38]=[CH:37][C:35]([CH3:36])=[CH:34][CH:33]=5)(=[O:31])=[O:30])[C:23]5[CH:24]=[CH:25][CH:26]=[CH:27][C:28]=5[C:20]=4[CH2:19][CH2:18][N:17]3[C:40]([O-:42])=[O:41])C=CC=2)=NC=1.[F:44][C:45]1[CH:46]=[CH:47][C:48]([CH2:51][O:52][C:53]2[CH:58]=[CH:57][NH:56][C:55](=[O:59])[CH:54]=2)=[N:49][CH:50]=1.C([O-])([O-])=O.[Cs+].[Cs+].OC1C=C[CH:70]=[C:71]2[C:76]=1N=CC=[CH:72]2>CS(C)=O.[Cu](I)I>[C:71]([O:42][C:40]([N:17]1[CH2:18][CH2:19][C:20]2[C:28]3[CH:27]=[CH:26][C:25]([N:56]4[CH:57]=[CH:58][C:53]([O:52][CH2:51][C:48]5[CH:47]=[CH:46][C:45]([F:44])=[CH:50][N:49]=5)=[CH:54][C:55]4=[O:59])=[CH:24][C:23]=3[N:22]([S:29]([C:32]3[CH:33]=[CH:34][C:35]([CH3:36])=[CH:37][CH:38]=3)(=[O:30])=[O:31])[C:21]=2[CH2:39][CH2:16]1)=[O:41])([CH3:76])([CH3:72])[CH3:70] |f:2.3.4|. Procedure: tert-Butyl-8-(4-((5-fluoropyridin-2-yl)methoxy-2-oxopyridin-1(2H)-yl)-6-tosyl-1,2,4,5-tetrahydroazepino[4,5-b]indole-3(6H)-carboxylate (0.31 g, 0.82 mmol), 4-((5-fluoropyridin-2-yl)methoxy)pyridin-2(1H)-one (0.15 g, 0.68 mmol), and Cs2CO3 (0.24 g, 0.75 mmol) were suspended in DMSO (5.0 mL), and the air was removed under vacuum for 15 min. The system was flushed with Ar and 8-hydroxyquinoline (20 mg, 0.14 mmol) and copper iodide (0.16 g, 0.82 mmol) were added to the suspension. The evacuation/Ar ... Reactants: [N+](=O)([O-])C1=CC=C(C=C1)N1N=C(C=C1CC)C(C)=O (1-(4-nitrophenyl)-3-acetyl-5-ethylpyrazole), CC(C)(C)[O-].[K+] (KOt-Bu). Reagents/catalysts: [Br-].C[P+](C1=CC=CC=C1)(C1=CC=CC=C1)C1=CC=CC=C1 (methyl triphenylphosphonium bromide). Solvent: C1CCOC1 (THF), C1CCOC1 (THF). Conditions: time 4 hour. The product is [N+](=O)([O-])C1=CC=C(C=C1)N1N=C(C=C1CC)C(=C)C (1-(4-Nitrophenyl)-3-isopropenyl-5-ethylpyrazole). Isolated yield 70.0%. RXN SMILES: [CH3:1][C:2]([O-])([CH3:4])[CH3:3].[K+].[N+:7]([C:10]1[CH:15]=[CH:14][C:13]([N:16]2[C:20]([CH2:21][CH3:22])=[CH:19]C(C(=O)C)=[N:17]2)=[CH:12][CH:11]=1)([O-:9])=[O:8]>[Br-].C[P+](C1C=CC=CC=1)(C1C=CC=CC=1)C1C=CC=CC=1.C1COCC1>[N+:7]([C:10]1[CH:11]=[CH:12][C:13]([N:16]2[C:20]([CH2:21][CH3:22])=[CH:19][C:1]([C:2]([CH3:4])=[CH2:3])=[N:17]2)=[CH:14][CH:15]=1)([O-:9])=[O:8] |f:0.1,3.4|. Reported procedure: To a solution of methyl triphenylphosphonium bromide (3.47 g, 9.72 mmol) in THF (20 mL) was added 1 M KOt-Bu in THF (9.73 mL, 9.73 mmol) followed by the above ketone (2.10 g, 8.10 mmol). The mixture was stirred at room temperature for 4 hrs, quenched with water and extracted with ethyl acetate. The extract was dried over Na2SO4 and concentrated. The residue was slurried with hexane and filtered. The filtrate was concentrated to give the title compound as a white solid (1.46 g, 70%). mp: 61-63° C... Reactants: Cl (HCl), Cl (HCl), ClC1=C(C=CC=C1)C(N1C2CC(CC1CC2)(O)C2=CC=CC(=N2)NCCNC(OC(C)(C)C)=O)C2=C(C=CC=C2)Cl (1,1-Dimethylethyl [2-[6-[8-[bis(2-chlorophenyl)methyl]-3hydroxy-8-azabicyclo-[3.2.1]oct-3-yl]-2-pyridinyl]aminoethyl]carbamate), Cl (HCl). Solvent: C(Cl)Cl (CH2Cl2). Run at temperature 30 celsius, time 24 hour. Yields the product NCCNC1=CC=CC(=N1)C1(CC2CCC(C1)N2C(C2=C(C=CC=C2)Cl)C2=C(C=CC=C2)Cl)O (3-[6-[(2-Aminoethyl)amino]-2-pyridinyl]-8-[bis(2-chlorophenyl)methyl]-8-azabicyclo[3.2.1]octan-3-ol). As a reaction SMILES: Cl.[Cl:2][C:3]1[CH:8]=[CH:7][CH:6]=[CH:5][C:4]=1[CH:9]([C:36]1[CH:41]=[CH:40][CH:39]=[CH:38][C:37]=1[Cl:42])[N:10]1[CH:15]2[CH2:16][CH2:17][CH:11]1[CH2:12][C:13]([C:19]1[N:24]=[C:23]([NH:25][CH2:26][CH2:27][NH:28]C(=O)OC(C)(C)C)[CH:22]=[CH:21][CH:20]=1)([OH:18])[CH2:14]2>C(Cl)Cl>[NH2:28][CH2:27][CH2:26][NH:25][C:23]1[N:24]=[C:19]([C:13]2([OH:18])[CH2:14][CH:15]3[N:10]([CH:9]([C:36]4[CH:41]=[CH:40][CH:39]=[CH:38][C:37]=4[Cl:42])[C:4]4[CH:5]=[CH:6][CH:7]=[CH:8][C:3]=4[Cl:2])[CH:11]([CH2:17][CH2:16]3)[CH2:12]2)[CH:20]=[CH:21][CH:22]=1. Procedure: Add HCl (1N in ether, 0.36 ml) to a solution of the product from Step 2 (11 mg, 0.018 mmol) in CH2Cl2 at RT for 24 h. Add HCl (1N in ether, 0.36 ml) and stir at RT for 24 h. Add another 0.36 ml of HCl (1N in ether ) and stir at 30° C. for 24 h. Concentrate, treat with ether and filter to give the title compound as white solid. ESI-MS 497.1 (100, M+). Starting materials: CC(=O)OC(C)=O, CN(C)c1ccncc1, ClCCl, O, Nc1ccc(OCc2ccccc2)nc1, c1ccncc1. Yields the product CC(=O)Nc1ccc(OCc2ccccc2)nc1. Reaction SMILES: [CH3:22][C:23](=[O:24])[O:25][C:26]([CH3:27])=[O:28].[CH3:33][N:34]([c:35]1[cH:36][cH:37][n:38][cH:39][cH:40]1)[CH3:41].[Cl:30][CH2:31][Cl:32].[OH2:29].[c:1]1([CH2:7][O:8][c:9]2[cH:10][cH:11][c:12]([NH2:15])[cH:13][n:14]2)[cH:2][cH:3][cH:4][cH:5][cH:6]1.[cH:16]1[cH:17][cH:18][n:19][cH:20][cH:21]1>>[c:1]1([CH2:7][O:8][c:9]2[cH:10][cH:11][c:12]([NH:15][C:23]([CH3:22])=[O:24])[cH:13][n:14]2)[cH:2][cH:3][cH:4][cH:5][cH:6]1. Reactants: N#CCCCCNOCc1ccccc1, O=C(Cl)CCCCCl, ClCCl, [Na+], [OH-]. Product: N#CCCCCN(OCc1ccccc1)C(=O)CCCCCl. Reaction SMILES: [CH2:9]([c:10]1[cH:11][cH:12][cH:13][cH:14][cH:15]1)[O:16][NH:17][CH2:18][CH2:19][CH2:20][CH2:21][C:22]#[N:23].[Cl:1][CH2:2][CH2:3][CH2:4][CH2:5][C:6](=[O:7])[Cl:8].[Cl:24][CH2:25][Cl:26].[Na+:28].[OH-:27]>>[Cl:1][CH2:2][CH2:3][CH2:4][CH2:5][C:6](=[O:7])[N:17]([O:16][CH2:9][c:10]1[cH:11][cH:12][cH:13][cH:14][cH:15]1)[CH2:18][CH2:19][CH2:20][CH2:21][C:22]#[N:23]. Starting materials: CC(=O)OI1(C=2C=CC=CC2C(=O)O1)(OC(=O)C)OC(=O)C (Dess-Martin periodinane), C(C)(C)(C)OC(=O)N1[C@@H]([C@H]2C[C@H]2C1)CO ((1S,2S,5R)-2-Hydroxymethyl-3-aza-bicyclo[3.1.0]hexane-3-carboxylic acid tert-butyl ester), C(=O)(O)[O-].[Na+] (NaHCO3). Run in C(Cl)Cl (DCM). Yields the product C(C)(C)(C)OC(=O)N1[C@@H]([C@H]2C[C@H]2C1)C=O ((1S,2S,5R)-2-Formyl-3-aza-bicyclo[3.1.0]hexane-3-carboxylic Acid Tert-butyl Ester). Reaction SMILES: CC(OI1(OC(C)=O)(OC(C)=O)OC(=O)C2C=CC=CC1=2)=O.[C:23]([O:27][C:28]([N:30]1[CH2:35][C@H:34]2[C@H:32]([CH2:33]2)[C@H:31]1[CH2:36][OH:37])=[O:29])([CH3:26])([CH3:25])[CH3:24].C([O-])(O)=O.[Na+]>C(Cl)Cl>[C:23]([O:27][C:28]([N:30]1[CH2:35][C@H:34]2[C@H:32]([CH2:33]2)[C@H:31]1[CH:36]=[O:37])=[O:29])([CH3:26])([CH3:25])[CH3:24] |f:2.3|. Procedure: Dess-Martin periodinane (3.18 mmol) is added to a solution of (1S,2S,5R)-2-Hydroxymethyl-3-aza-bicyclo[3.1.0]hexane-3-carboxylic acid tert-butyl ester (3.24 mmol) in DCM (45 mL, saturated with water). Additional periodinane (0.80 mmol) is added after 2 h. After additional 2.5 h a sat. NaHCO3 solution is added, the layers are separated and the organic layer is washed with aq. Na2S2O3 solution. The aq. layer is extracted twice with DCM, the combined organic layers are concentrated in vacuo and the... Reactants: C12CN(CC2O1)C(=O)OCC1=CC=CC=C1 (benzyl 6-oxa-3-azabicyclo[3.1.0]hexane-3-carboxylate), [OH-].[NH4+] (ammonium hydroxide), [OH-].[Na+] (NaOH). Product: N[C@@H]1CN(C[C@H]1O)C(=O)OCC1=CC=CC=C1 (benzyl (trans)-3-amino-4-hydroxypyrrolidine-1-carboxylate). Isolated yield 95.0%. RXN SMILES: [CH:1]12[O:6][CH:5]1[CH2:4][N:3]([C:7]([O:9][CH2:10][C:11]1[CH:16]=[CH:15][CH:14]=[CH:13][CH:12]=1)=[O:8])[CH2:2]2.[OH-].[Na+].[OH-].[NH4+:20]>>[NH2:20][C@H:1]1[C@H:5]([OH:6])[CH2:4][N:3]([C:7]([O:9][CH2:10][C:11]2[CH:16]=[CH:15][CH:14]=[CH:13][CH:12]=2)=[O:8])[CH2:2]1 |f:1.2,3.4|. Procedure details: benzyl 6-oxa-3-azabicyclo[3.1.0]hexane-3-carboxylate (10.5 g) was stirred in 200 ml of saturated ammonium hydroxide at 35° C. for 40 h. The reaction mixture was poured into 100 ml of 2 N NaOH, extracted methylene chloride (4×200 ml), dried MgSO4, filtered and concentrated to provide the title compound as an oil (10.15 g, 95%): 1H NMR (300 MHz, CDCl3) δ) 7.34, 5.14, 3.99, 3.78, 3.37, 3.19, 1.77; HRMS (FAB) calcd for C12H16N2O3+H 237.1239, found 237.1244. Reactants: C(CCCCC)(=O)Cl (hexanoyl chloride), N1=CC=CC=C1 (pyridine), NC1=CC=C(C(=O)OCC)C=C1 (Ethyl 4-amino-benzoate). The solvent is O1CCOCC1 (dioxane). The product is C(CCCCC)(=O)C1=CC(=C(C(=O)OCC)C=C1)N (ethyl 4-hexanoyl-amino-benzoate). RXN SMILES: N[C:2]1[CH:12]=[CH:11][C:5]([C:6]([O:8][CH2:9][CH3:10])=[O:7])=[CH:4][CH:3]=1.[C:13](Cl)(=[O:19])[CH2:14][CH2:15][CH2:16][CH2:17][CH3:18].[N:21]1C=CC=CC=1>O1CCOCC1>[C:13]([C:2]1[CH:12]=[CH:11][C:5]([C:6]([O:8][CH2:9][CH3:10])=[O:7])=[C:4]([NH2:21])[CH:3]=1)(=[O:19])[CH2:14][CH2:15][CH2:16][CH2:17][CH3:18]. Procedure: Ethyl 4-amino-benzoate (8.5 g) dissolved in dioxane (50 ml) is reacted with hexanoyl chloride (7 g) and pyridine (7 ml) at the reflux temperature for one hour. After cooling and dilution with water, the product is extracted with ethylacetate and the organic layer is washed first with 1 N HCl and then with 5% NaHCO3. Evaporation to dryness yields ethyl 4-hexanoyl-amino-benzoate (10 g) which is dissolved in dry xilene (100 ml) and reacted with ethyl carbamate (6 g) and phosphorus pentoxide (35 g) ... The reactants are CC(C)(C)OC(=O)N1CCc2ccc(Nc3cc(Cl)ncc3[N+](=O)[O-])cc2C1, CC(=O)Nc1cccc(O)c1, C1CCOC1, [H-], [Na+], CN(C)C=O. Yields the product CC(=O)Nc1cccc(Oc2cc(Nc3ccc4c(c3)CN(C(=O)OC(C)(C)C)CC4)c([N+](=O)[O-])cn2)c1. Reaction SMILES: [C:14]([CH3:15])([CH3:16])([CH3:17])[O:18][C:19](=[O:20])[N:21]1[CH2:22][c:23]2[cH:24][c:25]([NH:31][c:32]3[cH:33][c:34]([Cl:41])[n:35][cH:36][c:37]3[N+:38](=[O:39])[O-:40])[cH:26][cH:27][c:28]2[CH2:29][CH2:30]1.[C:1]([CH3:2])(=[O:3])[NH:4][c:5]1[cH:6][c:7]([OH:11])[cH:8][cH:9][cH:10]1.[CH2:47]1[O:48][CH2:49][CH2:50][CH2:51]1.[H-:13].[Na+:12].[O:42]=[CH:43][N:44]([CH3:45])[CH3:46]>>[C:1]([CH3:2])(=[O:3])[NH:4][c:5]1[cH:6][c:7]([O:11][c:34]2[cH:33][c:32]([NH:31][c:25]3[cH:24][c:23]4[c:28]([cH:27][cH:26]3)[CH2:29][CH2:30][N:21]([C:19]([O:18][C:14]([CH3:15])([CH3:16])[CH3:17])=[O:20])[CH2:22]4)[c:37]([N+:38](=[O:39])[O-:40])[cH:36][n:35]2)[cH:8][cH:9][cH:10]1. The reactants are CNN (MeNHNH2), COC(C(C(CC1=CC=CC=C1)=O)C(C)=O)=O (2-acetyl-3-oxo-4-phenyl-butyric acid methyl ester). Solvent: CCO (EtOH). Conditions: time 14 hour. Product: COC(=O)C=1C(=NN(C1CC1=CC=CC=C1)C)C (5-benzyl-1,3-dimethyl-1H-pyrazole-4-carboxylic acid methyl ester), COC(=O)C=1C(=NN(C1C)C)CC1=CC=CC=C1 (3-benzyl-1,5-dimethyl-1H-pyrazole-4-carboxylic acid methyl ester). RXN SMILES: [CH3:1][NH:2][NH2:3].[CH3:4][O:5][C:6](=[O:20])[CH:7]([C:17](=O)[CH3:18])[C:8](=O)[CH2:9][C:10]1[CH:15]=[CH:14][CH:13]=[CH:12][CH:11]=1>CCO>[CH3:4][O:5][C:6]([C:7]1[C:17]([CH3:18])=[N:3][N:2]([CH3:1])[C:8]=1[CH2:9][C:10]1[CH:15]=[CH:14][CH:13]=[CH:12][CH:11]=1)=[O:20].[CH3:4][O:5][C:6]([C:7]1[C:8]([CH2:9][C:10]2[CH:15]=[CH:14][CH:13]=[CH:12][CH:11]=2)=[N:3][N:2]([CH3:1])[C:17]=1[CH3:18])=[O:20]. Reported procedure: MeNHNH2 (0.42 mL. 7.9 mmol) is added to a solution of 2-acetyl-3-oxo-4-phenyl-butyric acid methyl ester (1.84 g, 7.85 mmol) in EtOH (15 mL) at RT. The mixture is stirred for 14 h at RT. The solvent is removed and crude material is purified by column chromatography using 10-25% EtOAc in hexane to afford 5-benzyl-1,3-dimethyl-1H-pyrazole-4-carboxylic acid methyl ester (less polar) and 3-benzyl-1,5-dimethyl-1H-pyrazole-4-carboxylic acid methyl ester (more polar).